Task: describe an organic reaction: reactants, conditions, products, and yield. Dataset: the Open Reaction Database (ORD), a public repository of structured organic reaction records The reactants are N1CCCCC1 (piperidine), C(C)(=O)O (acetic acid), [H][H] (hydrogen). Reagents/catalysts: [Pd] (palladiumblack). Run in C(C)O (ethanol). The product is C(C)(=O)O.N1CCCCC1 (piperidine acetate). Yield: 76.0%. Reaction SMILES: [NH:1]1[CH2:6][CH2:5][CH2:4][CH2:3][CH2:2]1.[H][H].[C:9]([OH:12])(=[O:11])[CH3:10]>C(O)C.[Pd]>[C:9]([OH:12])(=[O:11])[CH3:10].[NH:1]1[CH2:6][CH2:5][CH2:4][CH2:3][CH2:2]1 |f:5.6|. Procedure: A 1.0 gram amount of 4-ethyl-1[NG, NG -dibenzyloxycarbonyl-N2 -(7-methoxy-2-naphthalenesulfonyl)-L-arginyl]-piperidine was dissolved in a mixture of 50 ml of ethanol and 5 ml of acetic acid. An 0.5 gram amount of palladiumblack was added to the mixture, which was then shaken in a stream of hydrogen for 10 hours at room temperature. After filtering off the catalyst, the filtrate was evaporated to give a viscous oily product. Reprecipitation from ethanolethyl ether gave 4-ethyl-1[N2 -7methoxy-2-na... Reactants: Compound II, C(C)NC(NOCC(=O)O)=O (2-(3-ethylureidooxy)acetic acid), N[C@H](C(=O)N([C@H](C(OCC)OCC)C)CC=1C2=C(SC1)C=CC=C2)CC2=CC=C(C=C2)OC(C)(C)C ((S)-2-amino-N-(benzo[b]thiophen-3-ylmethyl)-3-(4-tert-butoxyphenyl)-N—((S)-1,1-diethoxypropan-2-yl)propanamide). The product is S1C2=C(C(=C1)CN(C([C@H](CC1=CC=C(C=C1)OC(C)(C)C)NC(CONC(=O)NCC)=O)=O)[C@H](C(OCC)OCC)C)C=CC=C2 (1-(2-((S)-1-((benzo[b]thiophen-3-ylmethyl)((S)-1,1-diethoxypropan-2-yl)amino)-3-(4-tert-butoxyphenyl)-1-oxopropan-2-ylamino)-2-oxoethoxy)-3-ethylurea). Reaction SMILES: [CH2:1]([NH:3][C:4](=[O:11])[NH:5][O:6][CH2:7][C:8]([OH:10])=O)[CH3:2].[NH2:12][C@@H:13]([CH2:36][C:37]1[CH:42]=[CH:41][C:40]([O:43][C:44]([CH3:47])([CH3:46])[CH3:45])=[CH:39][CH:38]=1)[C:14]([N:16]([CH2:26][C:27]1[C:28]2[CH:35]=[CH:34][CH:33]=[CH:32][C:29]=2[S:30][CH:31]=1)[C@@H:17]([CH3:25])[CH:18]([O:22][CH2:23][CH3:24])[O:19][CH2:20][CH3:21])=[O:15]>>[S:30]1[CH:31]=[C:27]([CH2:26][N:16]([C@@H:17]([CH3:25])[CH:18]([O:19][CH2:20][CH3:21])[O:22][CH2:23][CH3:24])[C:14](=[O:15])[C@@H:13]([NH:12][C:8](=[O:10])[CH2:7][O:6][NH:5][C:4]([NH:3][CH2:1][CH3:2])=[O:11])[CH2:36][C:37]2[CH:38]=[CH:39][C:40]([O:43][C:44]([CH3:45])([CH3:47])[CH3:46])=[CH:41][CH:42]=2)[C:28]2[CH:35]=[CH:34][CH:33]=[CH:32][C:29]1=2. Procedure: According to the procedure described in the synthesis method of Compound II-15, 2-(3-ethylureidooxy)acetic acid (Compound VI-13) 47 mg (0.29 mmol) was coupled with (S)-2-amino-N-(benzo[b]thiophen-3-ylmethyl)-3-(4-tert-butoxyphenyl)-N—((S)-1,1-diethoxypropan-2-yl)propanamide (Compound IV-6) 100 mg (0.20 mmol) to obtain the title compound. The reactants are BrC=1C=NN(C1OC)C1=NC=C(C(=O)OC)C=C1 (methyl 6-(4-bromo-5-methoxy-1H-pyrazol-1-yl)nicotinate), FC=1C=C(C#N)C=CC1B1OC(C(O1)(C)C)(C)C (3-fluoro-4-(4,4,5,5-tetramethyl-1,3,2-dioxaborolan-2-yl)benzonitrile), C([O-])(O)=O.[Na+] (sodium bicarbonate). Reagents/catalysts: CC(C)(C)P([C]1[CH][CH][CH][CH]1)C(C)(C)C.CC(C)(C)P([C]1[CH][CH][CH][CH]1)C(C)(C)C.Cl[Pd]Cl.[Fe] (dichloro[1,1′-bis(di-t-butylphosphino)ferrocene]palladium(II)). The solvent is O1CCOCC1 (dioxane), O (water), CCOC(=O)C (EtOAc). The product is C(#N)C1=CC(=C(C=C1)C=1C=NN(C1OC)C1=NC=C(C(=O)OC)C=C1)F (methyl 6-(4-(4-cyano-2-fluorophenyl)-5-methoxy-1H-pyrazol-1-yl)nicotinate). The yield is 88.7%. RXN SMILES: Br[C:2]1[CH:3]=[N:4][N:5]([C:9]2[CH:18]=[CH:17][C:12]([C:13]([O:15][CH3:16])=[O:14])=[CH:11][N:10]=2)[C:6]=1[O:7][CH3:8].[F:19][C:20]1[CH:21]=[C:22]([CH:25]=[CH:26][C:27]=1B1OC(C)(C)C(C)(C)O1)[C:23]#[N:24].C(=O)(O)[O-].[Na+]>O1CCOCC1.O.CCOC(C)=O.CC(P(C(C)(C)C)[C]1[CH][CH][CH][CH]1)(C)C.CC(P(C(C)(C)C)[C]1[CH][CH][CH][CH]1)(C)C.Cl[Pd]Cl.[Fe]>[C:23]([C:22]1[CH:25]=[CH:26][C:27]([C:2]2[CH:3]=[N:4][N:5]([C:9]3[CH:18]=[CH:17][C:12]([C:13]([O:15][CH3:16])=[O:14])=[CH:11][N:10]=3)[C:6]=2[O:7][CH3:8])=[C:20]([F:19])[CH:21]=1)#[N:24] |f:2.3,7.8.9.10,^1:61,62,63,64,65,75,76,77,78,79|. Procedure details: Combined methyl 6-(4-bromo-5-methoxy-1H-pyrazol-1-yl)nicotinate (1.0 g, 3.20 mmol), 3-fluoro-4-(4,4,5,5-tetramethyl-1,3,2-dioxaborolan-2-yl)benzonitrile (1.583 g, 6.41 mmol), dichloro[1,1′-bis(di-t-butylphosphino)ferrocene]palladium(II) (0.209 g, 0.320 mmol) and sodium bicarbonate (1.346 g, 16.02 mmol) in dioxane (10 mL) and water (2.5 mL) and heated at 110° C. for 30 min in the microwave. The reaction was diluted with EtOAc, concentrated on Celite® and purified on a 100 g NH column (Moritex) el...